From a dataset of the Open Reaction Database (ORD), a public repository of structured organic reaction records. describe an organic reaction: reactants, conditions, products, and yield The reactants are COc1nnc(COc2ccccc2)s1, Cl, C1COCCO1. The product is O=c1[nH]nc(COc2ccccc2)s1. Reaction SMILES: [CH3:1][O:2][c:3]1[s:4][c:5]([CH2:8][O:9][c:10]2[cH:11][cH:12][cH:13][cH:14][cH:15]2)[n:6][n:7]1.[ClH:16].[O:17]1[CH2:18][CH2:19][O:20][CH2:21][CH2:22]1>>[O:2]=[c:3]1[s:4][c:5]([CH2:8][O:9][c:10]2[cH:11][cH:12][cH:13][cH:14][cH:15]2)[n:6][nH:7]1.